Dataset: the Open Reaction Database (ORD), a public repository of structured organic reaction records. Task: describe an organic reaction: reactants, conditions, products, and yield Reactants: CC(=O)c1ccc(C(=O)Cl)o1, CNC, C1CCOC1. Yields the product CC(=O)c1ccc(C(=O)N(C)C)o1. Reaction SMILES: [C:1]([CH3:2])(=[O:3])[c:4]1[cH:5][cH:6][c:7]([C:9](=[O:10])[Cl:11])[o:8]1.[CH3:12][NH:13][CH3:14].[O:15]1[CH2:16][CH2:17][CH2:18][CH2:19]1>>[C:1]([CH3:2])(=[O:3])[c:4]1[cH:5][cH:6][c:7]([C:9](=[O:10])[N:13]([CH3:12])[CH3:14])[o:8]1. The reactants are CN(C)C=O, ClCCOCc1c[nH]cn1, Cl, [N-]=[N+]=[N-], [Na]. RXN SMILES: [CH3:16][N:17]([CH3:18])[CH:19]=[O:20].[Cl:2][CH2:3][CH2:4][O:5][CH2:6][c:7]1[n:8][cH:9][nH:10][cH:11]1.[ClH:1].[N-:13]=[N+:14]=[N-:15].[Na:12]>>[CH2:3]([CH2:4][O:5][CH2:6][c:7]1[n:8][cH:9][nH:10][cH:11]1)[N:13]=[N+:14]=[N-:15]. Product: [N-]=[N+]=NCCOCc1c[nH]cn1. Reactants: [H-].[Li+] (lithium hydride), ClC1=CC=C(NC=2SC3=C(C(N2)=O)C=CC=N3)C=C1 (2-(4-chloroanilino)-4H-pyrido[3,2-e]-1,3-thiazin-4-one), BrCCN1C(C=2C(C1=O)=CC=CC2)=O (N-(2-bromoethyl)-phthalimide). The solvent is CN(C)C=O (DMF). The product is C1(NC(C2=CC=CC=C12)=O)=O (isoindol-1,3-dione). As a reaction SMILES: [H-].[Li+].ClC1C=CC(NC2SC3N=CC=CC=3C(=O)N=2)=CC=1.BrCC[N:25]1[C:29](=[O:30])[C:28]2=[CH:31][CH:32]=[CH:33][CH:34]=[C:27]2[C:26]1=[O:35]>CN(C=O)C>[C:26]1(=[O:35])[C:27]2[C:28](=[CH:31][CH:32]=[CH:33][CH:34]=2)[C:29](=[O:30])[NH:25]1 |f:0.1|. Procedure: The reaction and processing procedure of Example 127 was followed except that 30 mg (3.8 mmol) of lithium hydride, 17 ml of DMF, 800 mg (2.8 mmol) of 2-(4-chloroanilino)-4H-pyrido[3,2-e]-1,3-thiazin-4-one and 1.12 g of N-(2-bromoethyl)-phthalimide were used and post-treatment was carried out. The resulting residue was then purified through silica gel column chromatography (eluant: 1/2 mixture of ethyl acetate and normal hexane) to obtain 883 mg of 2-[2-[2-(4-chlorophenyl)imino]-4-oxo-2,3-dihydro... Reactants: Cl (HCl), [H-].[Na+] (NaH), FC=1C=C(C(=O)O)C=CC1C=O (3-Fluoro-4-formyl Benzoic Acid), C(C1=CC=CC=C1)Br (Benzyl bromide). Solvent: CN(C=O)C (dimethylformamide). Reaction conditions: time 45 minute. Product: C(C1=CC=CC=C1)OC(C1=CC(=C(C=C1)C=O)F)=O (3-Fluoro-4-formyl Benzoic Acid Benzyl Ester). Reaction SMILES: [H-].[Na+].[F:3][C:4]1[CH:5]=[C:6]([CH:10]=[CH:11][C:12]=1[CH:13]=[O:14])[C:7]([OH:9])=[O:8].[CH2:15](Br)[C:16]1[CH:21]=[CH:20][CH:19]=[CH:18][CH:17]=1.Cl>CN(C)C=O>[CH2:15]([O:8][C:7](=[O:9])[C:6]1[CH:10]=[CH:11][C:12]([CH:13]=[O:14])=[C:4]([F:3])[CH:5]=1)[C:16]1[CH:21]=[CH:20][CH:19]=[CH:18][CH:17]=1 |f:0.1|. Procedure details: 60% NaH (0.23 mol) is added portionwise to a solution of 3-fluoro-4-formyl benzoic acid (3, 0.19 mol) in dry dimethylformamide (DMF) (570 mL). The mixture is stirred at room temperature for 45 min. Benzyl bromide (0.23 mol) is added dropwise to the mixture. After stirring at room temperature for 5 h, the reaction mixture is poured into 1N HCl (ca. 1000 mL) and extracted twice with EtOAc. The combined extracts are washed with saturated aqueous NaHCO3, brine, dried over MgSO4, and evaporated in va... RXN SMILES: [OH:1][CH:2]1[CH2:7][CH2:6][N:5]([C:8]([N:10]2[CH2:15][CH:14]([C:16]3[CH:21]=[CH:20][C:19]([O:22][C:23]([F:26])([F:25])[F:24])=[CH:18][CH:17]=3)[CH2:13][CH:12]([C:27](O)=[O:28])[CH2:11]2)=[O:9])[CH2:4][CH2:3]1.O[N:31]=[C:32]([NH2:37])[C:33]([CH3:36])([CH3:35])[CH3:34]>>[C:33]([C:32]1[N:37]=[C:27]([CH:12]2[CH2:13][CH:14]([C:16]3[CH:21]=[CH:20][C:19]([O:22][C:23]([F:26])([F:25])[F:24])=[CH:18][CH:17]=3)[CH2:15][N:10]([C:8]([N:5]3[CH2:6][CH2:7][CH:2]([OH:1])[CH2:3][CH2:4]3)=[O:9])[CH2:11]2)[O:28][N:31]=1)([CH3:36])([CH3:35])[CH3:34]. The product is C(C)(C)(C)C1=NOC(=N1)C1CN(CC(C1)C1=CC=C(C=C1)OC(F)(F)F)C(=O)N1CCC(CC1)O ({3-(3-tert-Butyl-1,2,4-oxadiazol-5-yl)-5-[4-(trifluoromethoxy)phenyl]piperidin-1-yl}(4-hydroxy-piperidin-1-yl)methanone). Procedure: 100 mg (0.24 mmol) of 1-[(4-hydroxypiperidin-1-yl)carbonyl]-5-[4-(trifluoromethoxy)phenyl]piperidine-3-carboxylic acid (Example 63A) and 42 mg (0.36 mmol, 1.5 eq.) of N′-hydroxy-2,2-dimethylpropanimidamide were reacted according to the General Method 2. Yield: 60 mg (51% of theory) Starting materials: OC1CCN(CC1)C(=O)N1CC(CC(C1)C1=CC=C(C=C1)OC(F)(F)F)C(=O)O (1-[(4-Hydroxypiperidin-1-yl)carbonyl]-5-[4-(trifluoromethoxy)phenyl]piperidine-3-carboxylic acid), ON=C(C(C)(C)C)N (N′-hydroxy-2,2-dimethylpropanimidamide).